From a dataset of the Open Reaction Database (ORD), a public repository of structured organic reaction records. describe an organic reaction: reactants, conditions, products, and yield Starting materials: COC=1C=CC(=CC1)P2(=S)SP(=S)(S2)C=3C=CC(=CC3)OC (Lawesson's reagent), BrC1=CC=2[C@]3(C4=CC(=CC=C4OC2C(=C1)F)OC)NC(COC3)=O ((S)-2′-bromo-4′-fluoro-7′-methoxyspiro[morpholine-3,9′-xanthen]-5-one). Solvent: C1(=CC=CC=C1)C (toluene). Conditions: temperature 90 celsius. Yields the product BrC1=CC=2[C@]3(C4=CC(=CC=C4OC2C(=C1)F)OC)NC(COC3)=S ((S)-2′-bromo-4′-fluoro-7′-methoxyspiro[morpholine-3,9′-xanthene]-5-thione). RXN SMILES: COC1C=CC(P2(SP(C3C=CC(OC)=CC=3)(=S)S2)=[S:10])=CC=1.[Br:23][C:24]1[CH:37]=[C:36]([F:38])[C:35]2[O:34][C:33]3[C:28](=[CH:29][C:30]([O:39][CH3:40])=[CH:31][CH:32]=3)[C@@:27]3([CH2:45][O:44][CH2:43][C:42](=O)[NH:41]3)[C:26]=2[CH:25]=1>C1(C)C=CC=CC=1>[Br:23][C:24]1[CH:37]=[C:36]([F:38])[C:35]2[O:34][C:33]3[C:28](=[CH:29][C:30]([O:39][CH3:40])=[CH:31][CH:32]=3)[C@@:27]3([CH2:45][O:44][CH2:43][C:42](=[S:10])[NH:41]3)[C:26]=2[CH:25]=1. Reported procedure: In a 250-mL flask, Lawesson's reagent (0.577 g, 1.427 mmol) and (S)-2′-bromo-4′-fluoro-7′-methoxyspiro[morpholine-3,9′-xanthen]-5-one (0.978 g, 2.481 mmol) were suspended in toluene (25 mL). An air-cooled condenser was attached, and the flask was heated in a 90° C. oil bath for 3 h. The mixture was then cooled and concentrated to give (S)-2′-bromo-4′-fluoro-7′-methoxyspiro[morpholine-3,9′-xanthene]-5-thione which was used in the next step without further purification. Reactants: CC(C)C1=CC(=C(C(=C1)C(C)C)C2=C(C=CC=C2)P(C3CCCCC3)C4CCCCC4)C(C)C (X-Phos), ClC=1N=C(C2=C(N1)C=CO2)NC2CC2 (2-chloro-N-cyclopropylfuro[3,2-d]pyrimidin-4-amine), NC=1C=CC2=C(NC(CCC2)=O)C1 (8-amino-4,5-dihydro-1H-benzo[b]azepin-2(3H)-one), C(=O)([O-])[O-].[K+].[K+] (K2CO3). Reagents/catalysts: C=1C=CC(=CC1)/C=C/C(=O)/C=C/C2=CC=CC=C2.C=1C=CC(=CC1)/C=C/C(=O)/C=C/C2=CC=CC=C2.C=1C=CC(=CC1)/C=C/C(=O)/C=C/C2=CC=CC=C2.[Pd].[Pd] (Pd2dba3). Run in CC(C)(C)O (t-BuOH). Conditions: temperature 85 celsius. Yields the product C1(CC1)NC=1C2=C(N=C(N1)NC=1C=CC3=C(NC(CCC3)=O)C1)C=CO2 (8-(4-(cyclopropylamino)furo[3,2-d]pyrimidin-2-ylamino)-4,5-dihydro-1H-benzo[b]azepin-2(3H)-one). Isolated yield 40.6%. As a reaction SMILES: Cl[C:2]1[N:3]=[C:4]([NH:11][CH:12]2[CH2:14][CH2:13]2)[C:5]2[O:10][CH:9]=[CH:8][C:6]=2[N:7]=1.[NH2:15][C:16]1[CH:17]=[CH:18][C:19]2[CH2:25][CH2:24][CH2:23][C:22](=[O:26])[NH:21][C:20]=2[CH:27]=1.C([O-])([O-])=O.[K+].[K+].CC(C1C=C(C(C)C)C(C2C=CC=CC=2P(C2CCCCC2)C2CCCCC2)=C(C(C)C)C=1)C>C1C=CC(/C=C/C(/C=C/C2C=CC=CC=2)=O)=CC=1.C1C=CC(/C=C/C(/C=C/C2C=CC=CC=2)=O)=CC=1.C1C=CC(/C=C/C(/C=C/C2C=CC=CC=2)=O)=CC=1.[Pd].[Pd].CC(O)(C)C>[CH:12]1([NH:11][C:4]2[C:5]3[O:10][CH:9]=[CH:8][C:6]=3[N:7]=[C:2]([NH:15][C:16]3[CH:17]=[CH:18][C:19]4[CH2:25][CH2:24][CH2:23][C:22](=[O:26])[NH:21][C:20]=4[CH:27]=3)[N:3]=2)[CH2:14][CH2:13]1 |f:2.3.4,6.7.8.9.10|. Procedure: A flask was charged with 2-chloro-N-cyclopropylfuro[3,2-d]pyrimidin-4-amine (0.50 g, 2.385 mmol, Example #3, Step C), 8-amino-4,5-dihydro-1H-benzo[b]azepin-2(3H)-one (0.420 g, 2.385 mmol, Astatech), K2CO3 (0.989 g, 7.16 mmol) and t-BuOH (9 mL). The flask was purged with N2 for 10 min. Pd2dba3 (0.153 g, 0.167 mmol) and X-Phos (0.159 g, 0.334 mmol) was added. The flask was again purged with N2 for 5 min and the mixture was heated to about 85° C. for about 18 h. The mixture was cooled to rt. The mi... The reactants are [H-].[Na+] (Sodium hydride), C(C)(C)(C)OC(=O)N[C@H]1C[C@H](CC1)C(=O)O ((1S,3R)-3-(tert-butoxycarbonylamino)cyclopentanecarboxylic acid), IC (iodomethane), Cl (hydrochloric acid), [H-].[Na+] (sodium hydride). Solvent: O1CCCC1 (tetrahydrofuran), CN(C=O)C (dimethyl formamide). Reaction conditions: time 20 hour. Yields the product C(C)(C)(C)OC(=O)N([C@H]1C[C@H](CC1)C(=O)O)C ((1S,3R)-3-(tert-butoxycarbonyl(methyl)amino)cyclopentanecarboxylic acid). Yield: 30.5%. As a reaction SMILES: [H-].[Na+].[C:3]([O:7][C:8]([NH:10][C@@H:11]1[CH2:15][CH2:14][C@H:13]([C:16]([OH:18])=[O:17])[CH2:12]1)=[O:9])([CH3:6])([CH3:5])[CH3:4].I[CH3:20].Cl>O1CCCC1.CN(C)C=O>[C:3]([O:7][C:8]([N:10]([CH3:20])[C@@H:11]1[CH2:15][CH2:14][C@H:13]([C:16]([OH:18])=[O:17])[CH2:12]1)=[O:9])([CH3:6])([CH3:4])[CH3:5] |f:0.1|. Reported procedure: To a stirred suspension of sodium hydride (89 mg, 2.24 mmol) in tetrahydrofuran (10 mL) and dimethyl formamide (10 mL) cooled in an ice bath was added (1S,3R)-3-(tert-butoxycarbonylamino)cyclopentanecarboxylic acid (427 mg, 1.86 mmol, WO2006/011035) and iodomethane (128 microL, 2.05 mmol). The mixture was allowed to warm to room temperature and stirred for 20 h. Sodium hydride (178 mg, 4.474 mmol) and idomethan (256 microL, 4.102 mmol) were added, and the reaction mixture was stirred at 20 h at ... Procedure: A solution of N3-(3,5-dichlorophenyl)-1H-1,2,4-triazole-3,5-diamine Intermediate 2 (70 mg, 287 μmol) and benzaldehyde (121.3 mg, 1.14 mmol) in MeOH (3 ml) was stirred at 45° C. for 2 days to give a suspension, cooled to −20° C. and was filtered to collect the solid. The solid was re-suspended in MeOH (5 ml), NaBH4 (65.1 mg, 1.72 mmol) was added and the reaction was stirred for 1 hour. The solvent was removed, and the reaction mixture was redissolved in EtOAc (5 ml) and washed with water (2×4 ml)... Reactants: [BH4-].[Na+] (NaBH4), ClC=1C=C(C=C(C1)Cl)NC1=NNC(=N1)N (N3-(3,5-dichlorophenyl)-1H-1,2,4-triazole-3,5-diamine), 2, C(C1=CC=CC=C1)=O (benzaldehyde). Reaction conditions: temperature -20 celsius, time 1 hour. The yield is 98.0%. Solvent: CO (MeOH). As a reaction SMILES: [Cl:1][C:2]1[CH:3]=[C:4]([NH:9][C:10]2[N:14]=[C:13]([NH2:15])[NH:12][N:11]=2)[CH:5]=[C:6]([Cl:8])[CH:7]=1.[CH:16](=O)[C:17]1[CH:22]=[CH:21][CH:20]=[CH:19][CH:18]=1.[BH4-].[Na+]>CO>[CH2:16]([NH:15][C:13]1[NH:12][N:11]=[C:10]([NH:9][C:4]2[CH:5]=[C:6]([Cl:8])[CH:7]=[C:2]([Cl:1])[CH:3]=2)[N:14]=1)[C:17]1[CH:22]=[CH:21][CH:20]=[CH:19][CH:18]=1 |f:2.3|. Product: C(C1=CC=CC=C1)NC1=NC(=NN1)NC1=CC(=CC(=C1)Cl)Cl (N5-benzyl-N3-(3,5-dichlorophenyl)-1H-1,2,4-triazole-3,5-diamine). Reactants: O=C1NC(=O)c2c(CCCCCCBr)cccc21, C1COCCN1, CCOCC. The product is O=C1NC(=O)c2c(CCCCCCC3CNCCO3)cccc21. RXN SMILES: [Br:1][CH2:2][CH2:3][CH2:4][CH2:5][CH2:6][CH2:7][c:8]1[c:9]2[c:10]([cH:16][cH:17][cH:18]1)[C:11](=[O:12])[NH:13][C:14]2=[O:15].[CH2:19]1[CH2:20][O:21][CH2:22][CH2:23][NH:24]1.[CH2:25]([O:26][CH2:27][CH3:28])[CH3:29]>>[CH2:2]([CH2:3][CH2:4][CH2:5][CH2:6][CH2:7][c:8]1[c:9]2[c:10]([cH:16][cH:17][cH:18]1)[C:11](=[O:12])[NH:13][C:14]2=[O:15])[CH:20]1[CH2:19][NH:24][CH2:23][CH2:22][O:21]1. Reaction SMILES: [CH2:1]([CH:2]=[CH2:3])[n:4]1[cH:5][n:6][cH:7][cH:8]1.[CH2:9]([CH:10]=[CH2:11])[I:12].[CH3:13][c:14]1[cH:15][cH:16][cH:17][cH:18][cH:19]1.[CH3:20][C:21]#[N:22]>>[CH2:1]([CH:2]=[CH2:3])[n+:4]1[cH:5][n:6]([CH2:11][CH:10]=[CH2:9])[cH:7][cH:8]1.[I-:12]. Reactants: C=CCn1ccnc1, C=CCI, Cc1ccccc1, CC#N. The product is C=CCn1cc[n+](CC=C)c1, [I-].